The task is: describe an organic reaction: reactants, conditions, products, and yield. This data is from the Open Reaction Database (ORD), a public repository of structured organic reaction records. Starting materials: Cc1nc2c3c(ccn2c1C)C(O)C(C)(O)C(c1ccccc1)N3, COCCO, ClCCl, [Na+], O=C([O-])O, O=S(=O)(O)O. Product: COCCOC1c2ccn3c(C)c(C)nc3c2NC(c2ccccc2)C1(C)O. As a reaction SMILES: [CH3:1][c:2]1[n:3][c:4]2[n:5]([cH:6][cH:7][c:8]3[c:13]2[NH:12][CH:11]([c:14]2[cH:15][cH:16][cH:17][cH:18][cH:19]2)[C:10]([OH:20])([CH3:21])[CH:9]3[OH:22])[c:23]1[CH3:24].[CH3:38][O:39][CH2:40][CH2:41][OH:42].[Cl:35][CH2:36][Cl:37].[Na+:30].[OH:31][C:32](=[O:33])[O-:34].[S:25](=[O:26])(=[O:27])([OH:28])[OH:29]>>[CH3:1][c:2]1[n:3][c:4]2[n:5]([cH:6][cH:7][c:8]3[c:13]2[NH:12][CH:11]([c:14]2[cH:15][cH:16][cH:17][cH:18][cH:19]2)[C:10]([OH:20])([CH3:21])[CH:9]3[O:22][CH2:41][CH2:40][O:39][CH3:38])[c:23]1[CH3:24]. Reactants: amine, [Na] (sodium), C=CC=C (butadiene), [K] (potassium), CN(C)CCN(C)C (TMEDA), C=1(C(=CC=CC1)C)C (xylene). The solvent is O (water). The product is CC1=CC=CC=C1CCCC=C (5-OTP). Isolated yield 59.7%. Reaction SMILES: [Na].[K].CN(CCN(C)C)C.[CH2:11]=[CH:12][CH:13]=[CH2:14].[C:15]1([CH3:22])[C:16]([CH3:21])=[CH:17][CH:18]=[CH:19][CH:20]=1>O>[CH3:11][C:12]1[C:20]([CH2:19][CH2:18][CH2:17][CH:16]=[CH2:21])=[CH:15][CH:22]=[CH:14][CH:13]=1 |^1:0,1|. Reported procedure: Using the equipment and procedure described in Example I a run was made using an alloy of 0.1% sodium and 0.1% potassium based on the weight of the xylene and another run with the same alloy was made adding 0.09% TMEDA. Both runs were made using butadiene having 155 ppm water which decreased activity but the effect of the amine cocatalyst is indicated by a trans:cis ratio 2.11 compared to 1.35 for the alloy alone, and by cumulative yield of 59.7% 5-OTP compared to 40% for the alloy alone. Other ... Starting materials: CCO, CC(C)(C)OC(=O)NCCN, CCOC(=O)c1n[nH]cc1-c1ccccc1. Product: CC(C)(C)OC(=O)NCCNC(=O)c1n[nH]cc1-c1ccccc1. RXN SMILES: [CH3:28][CH2:29][OH:30].[NH2:17][CH2:18][CH2:19][NH:20][C:21]([O:22][C:23]([CH3:24])([CH3:25])[CH3:26])=[O:27].[c:1]1(-[c:7]2[c:8]([C:12]([O:14][CH2:13][CH3:15])=[O:16])[n:9][nH:10][cH:11]2)[cH:2][cH:3][cH:4][cH:5][cH:6]1>>[c:1]1(-[c:7]2[c:8]([C:12](=[O:14])[NH:17][CH2:18][CH2:19][NH:20][C:21]([O:22][C:23]([CH3:24])([CH3:25])[CH3:26])=[O:27])[n:9][nH:10][cH:11]2)[cH:2][cH:3][cH:4][cH:5][cH:6]1. Starting materials: OCCBr, O=C(Nc1c(I)c(C(=O)NCCO)c(I)c(C(=O)NCC(O)CO)c1I)Nc1c(I)c(C(=O)NCCO)c(I)c(C(=O)NCC(O)CO)c1I, [Na+], [OH-], O. Product: O=C(NCCO)c1c(I)c(NC(=O)N(CCO)c2c(I)c(C(=O)NCCO)c(I)c(C(=O)NCC(O)CO)c2I)c(I)c(C(=O)NCC(O)CO)c1I. As a reaction SMILES: [Br:51][CH2:52][CH2:53][OH:54].[I:1][c:2]1[c:3]([NH:24][C:25](=[O:26])[NH:27][c:28]2[c:29]([I:50])[c:30]([C:44](=[O:45])[NH:46][CH2:47][CH2:48][OH:49])[c:31]([I:43])[c:32]([C:35](=[O:36])[NH:37][CH2:38][CH:39]([CH2:40][OH:41])[OH:42])[c:33]2[I:34])[c:4]([I:23])[c:5]([C:15](=[O:16])[NH:17][CH2:18][CH:19]([CH2:20][OH:21])[OH:22])[c:6]([I:14])[c:7]1[C:8](=[O:9])[NH:10][CH2:11][CH2:12][OH:13].[Na+:57].[OH-:56].[OH2:55]>>[I:1][c:2]1[c:3]([N:24]([C:25](=[O:26])[NH:27][c:28]2[c:29]([I:50])[c:30]([C:44](=[O:45])[NH:46][CH2:47][CH2:48][OH:49])[c:31]([I:43])[c:32]([C:35](=[O:36])[NH:37][CH2:38][CH:39]([CH2:40][OH:41])[OH:42])[c:33]2[I:34])[CH2:52][CH2:53][OH:54])[c:4]([I:23])[c:5]([C:15](=[O:16])[NH:17][CH2:18][CH:19]([CH2:20][OH:21])[OH:22])[c:6]([I:14])[c:7]1[C:8](=[O:9])[NH:10][CH2:11][CH2:12][OH:13].